From a dataset of the Open Reaction Database (ORD), a public repository of structured organic reaction records. describe an organic reaction: reactants, conditions, products, and yield The reactants are O=C1C=2N=CN(C2N=CN1)CCC(=O)OC1=CC=C(C=C1)[N+](=O)[O-] (3-(1,6-dihydro-6-oxo-9H-purin-9-yl)propanoic acid, 4-nitrophenyl ester), CNC[C@@H](C1=CC(=C(C=C1)O)O)O ((R)-(-)-epinephrine), CS(=O)C (dimethylsulfoxide), CNC[C@@H](C=1C=CC(=C(C1)O)O)O (epinephrine). Run in CC(=O)C (acetone). Reaction conditions: time 45 minute. Product: O=C1C=2N=CN(C2N=CN1)CCC(=O)N(C)CC(O)C1=CC(=C(C=C1)O)O (3-(1,6-dihydro-6-oxo-9H-purin-9-yl)-N-[2-(3,4-dihydroxyphenyl)-2-hydroxyethyl]-N-methylpropanamide). Isolated yield 35.3%. RXN SMILES: [O:1]=[C:2]1[NH:10][CH:9]=[N:8][C:7]2[N:6]([CH2:11][CH2:12][C:13]([O:15]C3C=CC([N+]([O-])=O)=CC=3)=O)[CH:5]=[N:4][C:3]1=2.[CH3:25][NH:26][CH2:27][C@H:28]([OH:37])[C:29]1[CH:34]=[CH:33][C:32]([OH:35])=[C:31]([OH:36])[CH:30]=1.CS(C)=O>CC(C)=O>[O:1]=[C:2]1[NH:10][CH:9]=[N:8][C:7]2[N:6]([CH2:11][CH2:12][C:13]([N:26]([CH2:27][CH:28]([C:29]3[CH:34]=[CH:33][C:32]([OH:35])=[C:31]([OH:36])[CH:30]=3)[OH:37])[CH3:25])=[O:15])[CH:5]=[N:4][C:3]1=2. Procedure: 0.300 g (0.9111 mmol) of 3-(1,6-dihydro-6-oxo-9H-purin-9-yl)propanoic acid, 4-nitrophenyl ester (AIT-0081) and 0.167 g (0.9111 mmol) of (R)-(-)-epinephrine were placed into a 10 ml round bottom flask with 2 ml dimethylsulfoxide (dried over barium oxide) and a magnetic stirring bar. The solution was stirred at room temperature (25°) and was initially heterogeneous. After about 45 minutes, as the epinephrine began to react with AIT-0081, the solution was a nearly homogeneous yellow orange color. T... Starting materials: C(#N)C=1C=CC2=C(N=C(O2)C(C(=O)OCC)C2=C3C=CN(C3=C(C=C2OC)C)C(=O)OC(C)(C)C)C1 ((±)-tert-Butyl 4-(1-(5-cyanobenzo[d]oxazol-2-yl)-2-ethoxy-2-oxoethyl)-5-methoxy-7-methyl-1H-indole-1-carboxylate), CI (MeI), [H-].[Na+] (NaH), CI (MeI). Run in CN(C)C=O (DMF). Conditions: time 8 hour. The product is C(#N)C=1C=CC2=C(N=C(O2)C(C(=O)OCC)(C)C2=C3C=CN(C3=C(C=C2OC)C)C(=O)OC(C)(C)C)C1 ((±)-tert-Butyl 4-(2-(5-cyanobenzo[d]oxazol-2-yl)-1-ethoxy-1-oxopropan-2-yl)-5-methoxy-7-methyl-1H-indole-1-carboxylate). As a reaction SMILES: [C:1]([C:3]1[CH:4]=[CH:5][C:6]2[O:10][C:9]([CH:11]([C:17]3[C:25]([O:26][CH3:27])=[CH:24][C:23]([CH3:28])=[C:22]4[C:18]=3[CH:19]=[CH:20][N:21]4[C:29]([O:31][C:32]([CH3:35])([CH3:34])[CH3:33])=[O:30])[C:12]([O:14][CH2:15][CH3:16])=[O:13])=[N:8][C:7]=2[CH:36]=1)#[N:2].[CH3:37]I.[H-].[Na+]>CN(C=O)C>[C:1]([C:3]1[CH:4]=[CH:5][C:6]2[O:10][C:9]([C:11]([C:17]3[C:25]([O:26][CH3:27])=[CH:24][C:23]([CH3:28])=[C:22]4[C:18]=3[CH:19]=[CH:20][N:21]4[C:29]([O:31][C:32]([CH3:35])([CH3:34])[CH3:33])=[O:30])([CH3:37])[C:12]([O:14][CH2:15][CH3:16])=[O:13])=[N:8][C:7]=2[CH:36]=1)#[N:2] |f:2.3|. Reported procedure: To a solution of (±)-tert-butyl 4-(1-(5-cyanobenzo[d]oxazol-2-yl)-2-ethoxy-2-oxoethyl)-5-methoxy-7-methyl-1H-indole-1-carboxylate (Example 144-B) (139.5 mg, 0.285 mmol) in DMF (2.850 mL) were added successively MeI (0.080 mL, 1.282 mmol) and NaH (34.2 mg, 0.855 mmol) at 0° C. After stirring for 2.5 hrs at this temperature another additional aliquot of MeI (0.045 mL, 0.57 mmol) were added to the mixture. The mixture was allowed to stir at room temperature overnight. The reaction mixture was quenc... Reactants: CC(C)(C)OC(=O)c1cc([N+](=O)[O-])ccc1Oc1ccc2cc(C#N)ccc2c1, CCO, [Cl-], [Fe], [NH4+], O. The product is CC(C)(C)OC(=O)c1cc(N)ccc1Oc1ccc2cc(C#N)ccc2c1. Reaction SMILES: [C:1](#[N:2])[c:3]1[cH:4][c:5]2[cH:6][cH:7][c:8]([O:13][c:14]3[c:15]([C:16](=[O:17])[O:18][C:19]([CH3:20])([CH3:21])[CH3:22])[cH:23][c:24]([N+:27]([O-:28])=[O:29])[cH:25][cH:26]3)[cH:9][c:10]2[cH:11][cH:12]1.[CH2:33]([OH:34])[CH3:35].[Cl-:30].[Fe:36].[NH4+:31].[OH2:32]>>[C:1](#[N:2])[c:3]1[cH:4][c:5]2[cH:6][cH:7][c:8]([O:13][c:14]3[c:15]([C:16](=[O:17])[O:18][C:19]([CH3:20])([CH3:21])[CH3:22])[cH:23][c:24]([NH2:27])[cH:25][cH:26]3)[cH:9][c:10]2[cH:11][cH:12]1. Starting materials: [Cl-].[NH4+] (ammonium chloride), COC(C(N1C(CCCC1)C(C(CCC1=CC=CC=C1)CCC1=CC=CC=C1)=O)=O)=O (Oxo-[2-(2-phenethyl-4-phenyl-butyryl)-piperidin-1-yl]-acetic acid methyl ester), solution, C(C)(C)(C)[Mg]Cl (tert-butyl magnesium chloride). Run in C1CCOC1 (THF), C1CCOC1 (THF). Reaction conditions: temperature -78 celsius, time 3 hour. The product is CC(C(C(=O)N1C(CCCC1)C(C(CCC1=CC=CC=C1)CCC1=CC=CC=C1)=O)=O)(C)C (3,3-Dimethyl-1-[2-(2-phenethyl-4-phenyl-butyryl)-piperidin-1-yl]-butane-1,2-dione). Yield: 76.4%. Reaction SMILES: C[O:2][C:3](=O)[C:4](=[O:30])[N:5]1[CH2:10][CH2:9][CH2:8][CH2:7][CH:6]1[C:11](=[O:29])[CH:12]([CH2:21][CH2:22][C:23]1[CH:28]=[CH:27][CH:26]=[CH:25][CH:24]=1)[CH2:13][CH2:14][C:15]1[CH:20]=[CH:19][CH:18]=[CH:17][CH:16]=1.[C:32]([Mg]Cl)([CH3:35])([CH3:34])[CH3:33].[Cl-].[NH4+]>C1COCC1>[CH3:33][C:32]([CH3:35])([CH3:34])[C:3](=[O:2])[C:4]([N:5]1[CH2:10][CH2:9][CH2:8][CH2:7][CH:6]1[C:11](=[O:29])[CH:12]([CH2:21][CH2:22][C:23]1[CH:24]=[CH:25][CH:26]=[CH:27][CH:28]=1)[CH2:13][CH2:14][C:15]1[CH:20]=[CH:19][CH:18]=[CH:17][CH:16]=1)=[O:30] |f:2.3|. Reported procedure: To a solution of 0.16 g (0.38 mmol) of 5 in anhydrous THF (2 mL) was added dropwise at −78° C. a 2.0M solution of 0.21 mL (0.42 mmol) of tert-butyl magnesium chloride in THF, and the mixture was stirred for 3 hours at −78° C. The solution was poured over saturated ammonium chloride (50 mL) and extracted with EtOAc (3×100 mL). The organic phase was dried (MgSO4) and evaporated to a clear oil which was subject to column chromatography (EtOAc/Hexanes, 1:4) to yield 0.13 g (76.5%) of 6 as a clear oi... Starting materials: ClC1=C(N)C=C(C=C1)N1CCOCC1 (2-chloro-5-morpholinoaniline), [O-]P(=O)([O-])[O-].[K+].[K+].[K+] (potassium phosphate tribasic), COC1=CC=C(C=N1)B(O)O (6-methoxypyridin-3-ylboronic acid), C1(CCCCC1)P(C1(C(=C(C=CC1)OC)C1=CC=CC=C1)OC)C1CCCCC1 (2-dicyclohexylphosphino-2,6-dimethoxybiphenyl), COC=1C=CC=C(C1C=2C=CC=CC2P(C3CCCCC3)C4CCCCC4)OC (S-Phos). The reagents and catalysts are C(C)(=O)[O-].[Pd+2].C(C)(=O)[O-] (palladium (II) acetate). The solvent is O (water), CN(C)C=O (DMF). Conditions: temperature 90 celsius, time 21 hour. The product is COC1=CC=C(C=N1)C1=C(N)C=C(C=C1)N1CCOCC1 (2-(6-methoxypyridin-3-yl)-5-morpholinoaniline). RXN SMILES: Cl[C:2]1[CH:8]=[CH:7][C:6]([N:9]2[CH2:14][CH2:13][O:12][CH2:11][CH2:10]2)=[CH:5][C:3]=1[NH2:4].C1(P(C2CCCCC2)C2(OC)CC=CC(OC)=C2C2C=CC=CC=2)CCCCC1.COC1C=CC=C(OC)C=1C1C=CC=CC=1P(C1CCCCC1)C1CCCCC1.[CH3:73][O:74][C:75]1[N:80]=[CH:79][C:78](B(O)O)=[CH:77][CH:76]=1.[O-]P([O-])([O-])=O.[K+].[K+].[K+]>CN(C=O)C.O.C([O-])(=O)C.[Pd+2].C([O-])(=O)C>[CH3:73][O:74][C:75]1[N:80]=[CH:79][C:78]([C:2]2[CH:8]=[CH:7][C:6]([N:9]3[CH2:14][CH2:13][O:12][CH2:11][CH2:10]3)=[CH:5][C:3]=2[NH2:4])=[CH:77][CH:76]=1 |f:4.5.6.7,10.11.12|. Procedure: A stirred mixture of 2-chloro-5-morpholinoaniline (608 mg, 2.86 mmol), grounded 2-dicyclohexylphosphino-2,6-dimethoxybiphenyl, (S-Phos) (236 mg, 0.57 mmol), palladium (II) acetate (64.7 mg, 0.29 mmol), 6-methoxypyridin-3-ylboronic acid (876 mg, 5.72 mmol), and potassium phosphate tribasic (1.82 g, 8.59 mmol) in DMF (7.0 mL) and water (0.3 mL) was purged 3 times with argon and placed under vacuum 3 times. The reaction mixture was carefully heated to 90° C. After 21 h, the reaction was cooled to r...